Dataset: the Open Reaction Database (ORD), a public repository of structured organic reaction records. Task: describe an organic reaction: reactants, conditions, products, and yield The reactants are RuBr2[(S,S)-xylskewphos](3,5-Me2pica), ClC1=C(C(=CC=C1F)Cl)C(C)=O (2′,6′-dichloro-3′-fluoroacetophenone), [H][H] (hydrogen), CC(C)([O-])C.[K+] (potassium tert-butoxide), [H][H] (hydrogen). The solvent is CC(C)O (2-propanol). Reaction conditions: temperature 40 celsius, time 21 hour. The product is ClC1=C(C(=CC=C1F)Cl)[C@H](C)O ((S)-1-(2,6-dichloro-3-fluorophenyl)ethanol). Yield: 100.0%. Reaction SMILES: CC(C)([O-])C.[K+].[Cl:7][C:8]1[C:13]([F:14])=[CH:12][CH:11]=[C:10]([Cl:15])[C:9]=1[C:16](=[O:18])[CH3:17].[H][H]>CC(O)C>[Cl:7][C:8]1[C:13]([F:14])=[CH:12][CH:11]=[C:10]([Cl:15])[C:9]=1[C@@H:16]([OH:18])[CH3:17] |f:0.1|. Procedure: In an autoclave, 3.22 mg of RuBr2[(S,S)-xylskewphos](3,5-Me2pica) (3.39×10−3 mmol, S/C=1000) and 7.62 mg of potassium tert-butoxide (6.79×10−2 mmol) are placed, replaced with argon gas. Under argon gas flow, 0.5 mL of 2′,6′-dichloro-3′-fluoroacetophenone (3.39 mmol, from Jiangxi Jixiang Pharmachemical) and 2.9 mL of 2-propanol are added while measuring with syringe, pressurized with hydrogen to 10 atm., stirred at 40° C. for 21 hours, and the reduction of hydrogen pressure was confirmed and (S)-... The reactants are CC(C)(C)[PH+](C(C)(C)C)C(C)(C)C, C=Cc1ccccc1, NC(C1CCCCC1)C1CCCCC1, CC(=O)c1ccc(Cl)cc1, O=C(C=Cc1ccccc1)C=Cc1ccccc1, C1CCOC1, O=C(C=Cc1ccccc1)C=Cc1ccccc1, O=C(C=Cc1ccccc1)C=Cc1ccccc1, [Pd], [Pd], c1ccc([B-](c2ccccc2)(c2ccccc2)c2ccccc2)cc1. Product: CC(=O)c1ccc(C=Cc2ccccc2)cc1. RXN SMILES: [C:58]([PH+:59]([C:60]([CH3:61])([CH3:62])[CH3:63])[C:64]([CH3:65])([CH3:66])[CH3:67])([CH3:68])([CH3:69])[CH3:70].[CH2:11]=[CH:12][c:13]1[cH:14][cH:15][cH:16][cH:17][cH:18]1.[CH:19]1([CH:20]([NH2:21])[CH:22]2[CH2:23][CH2:24][CH2:25][CH2:26][CH2:27]2)[CH2:28][CH2:29][CH2:30][CH2:31][CH2:32]1.[Cl:1][c:2]1[cH:3][cH:4][c:5]([C:8]([CH3:9])=[O:10])[cH:6][cH:7]1.[O:109]=[C:110]([CH:111]=[CH:112][c:113]1[cH:114][cH:115][cH:116][cH:117][cH:118]1)[CH:119]=[CH:120][c:121]1[cH:122][cH:123][cH:124][cH:125][cH:126]1.[O:127]1[CH2:128][CH2:129][CH2:130][CH2:131]1.[O:73]=[C:74]([CH:75]=[CH:76][c:77]1[cH:78][cH:79][cH:80][cH:81][cH:82]1)[CH:83]=[CH:84][c:85]1[cH:86][cH:87][cH:88][cH:89][cH:90]1.[O:91]=[C:92]([CH:93]=[CH:94][c:95]1[cH:96][cH:97][cH:98][cH:99][cH:100]1)[CH:101]=[CH:102][c:103]1[cH:104][cH:105][cH:106][cH:107][cH:108]1.[Pd:71].[Pd:72].[c:33]1([B-:34]([c:35]2[cH:36][cH:37][cH:38][cH:39][cH:40]2)([c:41]2[cH:42][cH:43][cH:44][cH:45][cH:46]2)[c:47]2[cH:48][cH:49][cH:50][cH:51][cH:52]2)[cH:53][cH:54][cH:55][cH:56][cH:57]1>>[c:2]1([CH:11]=[CH:12][c:13]2[cH:14][cH:15][cH:16][cH:17][cH:18]2)[cH:3][cH:4][c:5]([C:8]([CH3:9])=[O:10])[cH:6][cH:7]1. Reactants: C1CCC2=NCCCN2CC1, Cc1ccc(CCN)cc1C, O=C(Nc1cccc2cnccc12)C(Cl)(Cl)Cl. Yields the product Cc1ccc(CCNC(=O)Nc2cccc3cnccc23)cc1C. As a reaction SMILES: [CH2:12]1[CH2:13][CH2:14][C:15]2=[N:20][CH2:19][CH2:18][CH2:17][N:16]2[CH2:21][CH2:22]1.[CH3:1][c:2]1[cH:3][c:4]([CH2:9][CH2:10][NH2:11])[cH:5][cH:6][c:7]1[CH3:8].[Cl:23][C:24]([C:25](=[O:26])[NH:27][c:28]1[c:29]2[cH:30][cH:31][n:32][cH:33][c:34]2[cH:35][cH:36][cH:37]1)([Cl:38])[Cl:39]>>[CH3:1][c:2]1[cH:3][c:4]([CH2:9][CH2:10][NH:11][C:25](=[O:26])[NH:27][c:28]2[c:29]3[cH:30][cH:31][n:32][cH:33][c:34]3[cH:35][cH:36][cH:37]2)[cH:5][cH:6][c:7]1[CH3:8]. Reactants: O.NN (hydrazine monohydrate), C(C1=CC=CC=C1)OC1=C(C=C(C=C1)[N+](=O)[O-])F (4-benzyloxy-3-fluoronitrobenzene). The reagents and catalysts are [Ni] (Raney nickel). Run in CO (methanol). Conditions: time 2 hour. Product: C(C1=CC=CC=C1)OC1=C(C=C(N)C=C1)F (4-benzyloxy-3-fluoroaniline). As a reaction SMILES: O.NN.[CH2:4]([O:11][C:12]1[CH:17]=[CH:16][C:15]([N+:18]([O-])=O)=[CH:14][C:13]=1[F:21])[C:5]1[CH:10]=[CH:9][CH:8]=[CH:7][CH:6]=1>[Ni].CO>[CH2:4]([O:11][C:12]1[CH:17]=[CH:16][C:15]([NH2:18])=[CH:14][C:13]=1[F:21])[C:5]1[CH:6]=[CH:7][CH:8]=[CH:9][CH:10]=1 |f:0.1|. Reported procedure: 2.91 ml of hydrazine monohydrate and about 1 g of developed Raney nickel catalyst were added to a methanol (60 ml) solution of 4.94 g of 4-benzyloxy-3-fluoronitrobenzene, and the reaction liquid was stirred at room temperature for 2 hours. The catalyst was removed through filtration through Celite, and the solvent was evaporated away under reduced pressure to obtain the entitled compound as a yellow oily substance. Starting materials: CO, Nc1nc(Cl)nc2c1ncn2Cc1ccccc1. As a reaction SMILES: [CH3:19][OH:20].[NH2:1][c:2]1[c:3]2[n:4][cH:5][n:6]([CH2:12][c:13]3[cH:14][cH:15][cH:16][cH:17][cH:18]3)[c:7]2[n:8][c:9]([Cl:11])[n:10]1>>[NH2:1][c:2]1[c:3]2[n:4][cH:5][n:6]([CH2:12][c:13]3[cH:14][cH:15][cH:16][cH:17][cH:18]3)[c:7]2[n:8][c:9]([O:20][CH3:19])[n:10]1. Yields the product COc1nc(N)c2ncn(Cc3ccccc3)c2n1.